Dataset: the Open Reaction Database (ORD), a public repository of structured organic reaction records. Task: describe an organic reaction: reactants, conditions, products, and yield Reactants: O=C([O-])[O-], CCc1nc2ccccc2[nH]1, Cn1c(CCN2CCC(C)(O)CC2)nc2c(N3CCOCC3)nc(Cl)nc21, [Cs+], [Cs+], C1COCCO1, O=C(C=Cc1ccccc1)C=Cc1ccccc1, O=C(C=Cc1ccccc1)C=Cc1ccccc1, O=C(C=Cc1ccccc1)C=Cc1ccccc1, [Pd], [Pd]. The product is CCc1nc2ccccc2n1-c1nc(N2CCOCC2)c2nc(CCN3CCC(C)(O)CC3)n(C)c2n1. As a reaction SMILES: [C:39](=[O:40])([O-:41])[O-:42].[CH2:28]([CH3:29])[c:30]1[nH:31][c:32]2[c:33]([n:34]1)[cH:35][cH:36][cH:37][cH:38]2.[Cl:1][c:2]1[n:3][c:4]([N:22]2[CH2:23][CH2:24][O:25][CH2:26][CH2:27]2)[c:5]2[n:6][c:7]([CH2:12][CH2:13][N:14]3[CH2:15][CH2:16][C:17]([OH:20])([CH3:21])[CH2:18][CH2:19]3)[n:8]([CH3:11])[c:9]2[n:10]1.[Cs+:43].[Cs+:44].[O:45]1[CH2:46][CH2:47][O:48][CH2:49][CH2:50]1.[O:53]=[C:54]([CH:55]=[CH:56][c:57]1[cH:58][cH:59][cH:60][cH:61][cH:62]1)[CH:63]=[CH:64][c:65]1[cH:66][cH:67][cH:68][cH:69][cH:70]1.[O:71]=[C:72]([CH:73]=[CH:74][c:75]1[cH:76][cH:77][cH:78][cH:79][cH:80]1)[CH:81]=[CH:82][c:83]1[cH:84][cH:85][cH:86][cH:87][cH:88]1.[O:89]=[C:90]([CH:91]=[CH:92][c:93]1[cH:94][cH:95][cH:96][cH:97][cH:98]1)[CH:99]=[CH:100][c:101]1[cH:102][cH:103][cH:104][cH:105][cH:106]1.[Pd:51].[Pd:52]>>[c:2]1(-[n:31]2[c:30]([CH2:28][CH3:29])[n:34][c:33]3[c:32]2[cH:38][cH:37][cH:36][cH:35]3)[n:3][c:4]([N:22]2[CH2:23][CH2:24][O:25][CH2:26][CH2:27]2)[c:5]2[n:6][c:7]([CH2:12][CH2:13][N:14]3[CH2:15][CH2:16][C:17]([OH:20])([CH3:21])[CH2:18][CH2:19]3)[n:8]([CH3:11])[c:9]2[n:10]1. Starting materials: S([O-])(O)=O (bisulfite), O(C1=CC=CC=C1)C=1C=C(C=O)C=CC1 (m-phenoxy-benzaldehyde), C(C)(C)OC(C)C (isopropyl ether), [C-]#N.[Na+] (sodium cyanide). The solvent is CN(C=O)C (dimethylformamide), C(C)(=O)O (acetic acid), O (water). Run at temperature 0 celsius, time 45 minute. Product: C(#N)C(C1=CC(=CC=C1)OC1=CC=CC=C1)O (α-cyano-3-phenoxy-benzyl alcohol). As a reaction SMILES: S(=O)(O)[O-].[O:5]([C:12]1[CH:13]=[C:14]([CH:17]=[CH:18][CH:19]=1)[CH:15]=[O:16])[C:6]1[CH:11]=[CH:10][CH:9]=[CH:8][CH:7]=1.[C-:20]#[N:21].[Na+].C(OC(C)C)(C)C>C(O)(=O)C.O.CN(C)C=O>[C:20]([CH:15]([OH:16])[C:14]1[CH:17]=[CH:18][CH:19]=[C:12]([O:5][C:6]2[CH:7]=[CH:8][CH:9]=[CH:10][CH:11]=2)[CH:13]=1)#[N:21] |f:2.3|. Procedure details: 20 g of anhydrous combination bisulfite of m-phenoxy-benzaldehyde were added under an inert atmosphere to 80 ml of anhydrous dimethylformamide and then 3.3 g of anhydrous sodium cyanide were added thereto at 0° C. under an inert atmosphere. The mixture was stirred at 0° C. for 45 minutes after which a sample of the reaction mixture was taken to verify by chromatography analysis that the conversion was complete. The reaction mixture was poured into a mixture of ice, water, acetic acid and isoprop...